This data is from the Open Reaction Database (ORD), a public repository of structured organic reaction records. The task is: describe an organic reaction: reactants, conditions, products, and yield Reactants: ClC1=CC=C(CN2C(N=C(N=C2)N2CCNCC2)=O)C=C1 (1-(4-chlorobenzyl)-4-(piperazin-1-yl)-1,3,5-triazin-2(1H)-one), O1CCC(CC1)=O (dihydro-2H-pyran-4(3H)-one). The product is ClC1=CC=C(CN2C(N=C(N=C2)N2CCN(CC2)C2CCOCC2)=O)C=C1 (1-(4-Chlorobenzyl)-4-[4-(tetrahydro-2H-pyran-4-yl)piperazin-1-yl]-1,3,5-triazin-2(1H)-one). Isolated yield 6.7%. Reaction SMILES: [Cl:1][C:2]1[CH:21]=[CH:20][C:5]([CH2:6][N:7]2[CH:12]=[N:11][C:10]([N:13]3[CH2:18][CH2:17][NH:16][CH2:15][CH2:14]3)=[N:9][C:8]2=[O:19])=[CH:4][CH:3]=1.[O:22]1[CH2:27][CH2:26][C:25](=O)[CH2:24][CH2:23]1>>[Cl:1][C:2]1[CH:21]=[CH:20][C:5]([CH2:6][N:7]2[CH:12]=[N:11][C:10]([N:13]3[CH2:18][CH2:17][N:16]([CH:25]4[CH2:26][CH2:27][O:22][CH2:23][CH2:24]4)[CH2:15][CH2:14]3)=[N:9][C:8]2=[O:19])=[CH:4][CH:3]=1. Procedure: The synthesis was performed using 1-(4-chlorobenzyl)-4-(piperazin-1-yl)-1,3,5-triazin-2(1H)-one (31 mg, 0.10 mmol) synthesized in Reference Synthesis Example 9 and dihydro-2H-pyran-4(3H)-one (10 mg, 0.10 mmol) in a similar manner to Synthesis Example 72 to obtain the title compound (2.6 mg, yield: 6.6%). Starting materials: O (water), [Se](=O)=O (selenium dioxide), COC1=CC=C(C=C1)COC1=CC=C(C=C1)C(C)=O (1-[4-[(4-methoxyphenyl)-methoxy]phenyl]ethanone). Run in O1CCOCC1 (p-dioxane). Product: O.COC1=CC=C(C=C1)COC1=CC=C(C=C1)C(C=O)=O (4-[(4-Methoxyphenyl)methoxy]-α-oxo-benzeneacetaldehyde hydrate). Reaction SMILES: [CH3:1][O:2][C:3]1[CH:8]=[CH:7][C:6]([CH2:9][O:10][C:11]2[CH:16]=[CH:15][C:14]([C:17](=[O:19])[CH3:18])=[CH:13][CH:12]=2)=[CH:5][CH:4]=1.O.[Se](=O)=[O:22]>O1CCOCC1>[OH2:2].[CH3:1][O:2][C:3]1[CH:4]=[CH:5][C:6]([CH2:9][O:10][C:11]2[CH:12]=[CH:13][C:14]([C:17](=[O:19])[CH:18]=[O:22])=[CH:15][CH:16]=2)=[CH:7][CH:8]=1 |f:4.5|. Reported procedure: A 10.0 g portion of 1-[4-[(4-methoxyphenyl)-methoxy]phenyl]ethanone was dissolved in 50 ml of hot p-dioxane. A 2.0 ml portion of water and 4.4 g of selenium dioxide were added and the mixture was stirred at reflux for 67 hours, then cooled and filtered through diatomaceous earth. The filtrate was poured into 300 ml of water and the solid collected. This solid was extracted with eight 100 ml portions of ethyl acetate. The extracts were combined, washed with water, dried and evaporated. The residu... The reactants are NCCNC(C)=O (N-(2-amino-ethyl)-acetamide), C(=O)(O)[O-].[Na+] (NaHCO3), ClC1=CC=C(C=O)C=C1 (4-chlorobenzaldehyde), [BH4-].[Na+] (NaBH4). Run in CO (MeOH). Reaction conditions: temperature 0 celsius, time 1 hour. The product is ClC1=CC=C(CNCCNC(C)=O)C=C1 (N-[2-(4-chloro-benzylamino)-ethyl]-acetamide). As a reaction SMILES: [NH2:1][CH2:2][CH2:3][NH:4][C:5](=[O:7])[CH3:6].C([O-])(O)=O.[Na+].[Cl:13][C:14]1[CH:21]=[CH:20][C:17]([CH:18]=O)=[CH:16][CH:15]=1.[BH4-].[Na+]>CO>[Cl:13][C:14]1[CH:21]=[CH:20][C:17]([CH2:18][NH:1][CH2:2][CH2:3][NH:4][C:5](=[O:7])[CH3:6])=[CH:16][CH:15]=1 |f:1.2,4.5|. Procedure: To a solution of N-(2-amino-ethyl)-acetamide (1.2 eq.) in MeOH were added NaHCO3 (1.5 eq.) and 4-chlorobenzaldehyde (1 eq.). The reaction was refluxed for 4 h, then cooled to 0° C. NaBH4 (1.2 eq.) was added portionwise. The reaction was stirred for 1 h at 0° C., then 15 h at 20° C. The crude was concentrated under reduced pressure then partitioned between water and DCM. The aqueous layer was then extracted twice with DCM. The organic layers were combined, dried over MgSO4, filtered and concentra... The reactants are NC1=C2C=CC(=NC2=CC=C1)C (5-amino-2-methylquinolin), COC1=C(C=O)C=CC=C1 (2-methoxybenzaldehyde), C(C)(=O)O (acetic acid). Solvent: C1(=CC=CC=C1)C (toluene). The product is COC1=C(C=CC=C1)C=NC1=C2C=CC(=NC2=CC=C1)C ([1-(2-methoxyphenyl)methylidene]-(2-methylquinolin-5-yl)amine). Yield: 118.4%. RXN SMILES: [NH2:1][C:2]1[CH:11]=[CH:10][CH:9]=[C:8]2[C:3]=1[CH:4]=[CH:5][C:6]([CH3:12])=[N:7]2.[CH3:13][O:14][C:15]1[CH:22]=[CH:21][CH:20]=[CH:19][C:16]=1[CH:17]=O.C(O)(=O)C>C1(C)C=CC=CC=1>[CH3:13][O:14][C:15]1[CH:22]=[CH:21][CH:20]=[CH:19][C:16]=1[CH:17]=[N:1][C:2]1[CH:11]=[CH:10][CH:9]=[C:8]2[C:3]=1[CH:4]=[CH:5][C:6]([CH3:12])=[N:7]2. Procedure details: To 1.74 g (11 mmol) 5-amino-2-methylquinolin and 1.33 ml (11 mmol) 2-methoxybenzaldehyde in 33 ml toluene are added 50 μl acetic acid and 2 g molecular sieve. The mixture is heated over 2 hours under reflux and filtrated through a path of cellites after cooling. The solvent is evaporated and the residue is two times azeothrophed with small portions of toluene. 3.6 g of [1-(2-methoxyphenyl)methylidene]-(2-methylquinolin-5-yl)amine are obtained as a yellow oil. 2.25 ml (26 mmol) 1,1,1-Trifluoroepo... The reactants are CS(C)=O, COc1ccc(F)c(C=O)c1, [K+], [K+], O=C([O-])[O-], c1nc[nH]n1. Yields the product COc1ccc(-n2cncn2)c(C=O)c1. Reaction SMILES: [CH3:23][S:24]([CH3:25])=[O:26].[F:1][c:2]1[c:3]([CH:4]=[O:5])[cH:6][c:7]([O:10][CH3:11])[cH:8][cH:9]1.[K+:17].[K+:18].[O-:19][C:20]([O-:21])=[O:22].[nH:12]1[n:13][cH:14][n:15][cH:16]1>>[c:2]1(-[n:12]2[n:13][cH:14][n:15][cH:16]2)[c:3]([CH:4]=[O:5])[cH:6][c:7]([O:10][CH3:11])[cH:8][cH:9]1. The reactants are NC=1C2=C(SC1C(C)=O)C=C(C=C2)F (1-(3-amino-6-fluoro-benzo[b]thiophen-2-yl)-ethanone), NC=1C2=C(SC1C(C)=O)C=CC=C2 (1-(3-amino-benzo[b]thiophen-2-yl)-ethanone). Product: C(\C=C\C1=CC=CC=C1)(=O)C1=C(C2=C(S1)C=C(C=C2)F)N ((E)-2-cinnamoyl-3-amino-6-fluoro-benzo[b]thiophene). Reaction SMILES: [NH2:1][C:2]1[C:3]2[CH:13]=[CH:12][C:11]([F:14])=[CH:10][C:4]=2[S:5][C:6]=1[C:7](=[O:9])[CH3:8].N[C:16]1[C:17]2[CH:27]=[CH:26][CH:25]=[CH:24][C:18]=2SC=1C(=O)C>>[C:7]([C:6]1[S:5][C:4]2[CH:10]=[C:11]([F:14])[CH:12]=[CH:13][C:3]=2[C:2]=1[NH2:1])(=[O:9])/[CH:8]=[CH:16]/[C:17]1[CH:27]=[CH:26][CH:25]=[CH:24][CH:18]=1. Procedure: The procedure was similar to step S3C, while the starting material was 17B in stead of 3B. The reactants are C(C)(C)(C)OC(NC1(CCC1)C1=CC=C(C=C1)C1=C(N=C2N1C1=C(NC3=C2C=CC=C3)N=CC=C1)C1=CC=C(C=C1)OCC1=CC=CC=C1)=O (tert-butyl[1-(4-{2-[4-(benzyloxy)phenyl]-9H-imidazo[1,2-d]pyrido[2,3-b][1,4]benzodiazepin-3-yl}phenyl)cyclobutyl]carbamate), Pd—C(dry). Run in CO (MeOH), C(Cl)Cl.CO (CH2Cl2 MeOH), C1CCOC1 (THF). Run at temperature 50 celsius, time 24 hour. The product is OC1=CC=C(C=C1)C=1N=C2N(C3=C(NC4=C2C=CC=C4)N=CC=C3)C1C1=CC=C(C=C1)C1(CCC1)NC(OC(C)(C)C)=O (tert-butyl (1-{4-[2-(4-hydroxyphenyl)-9H-imidazo[1,2-d]pyrido[2,3-b][1,4]benzodiazepin-3-yl]phenyl}cyclobutyl)carbamate). Isolated yield 97.4%. Reaction SMILES: [C:1]([O:5][C:6](=[O:50])[NH:7][C:8]1([C:12]2[CH:17]=[CH:16][C:15]([C:18]3[N:22]4[C:23]5[CH:35]=[CH:34][CH:33]=[N:32][C:24]=5[NH:25][C:26]5[CH:31]=[CH:30][CH:29]=[CH:28][C:27]=5[C:21]4=[N:20][C:19]=3[C:36]3[CH:41]=[CH:40][C:39]([O:42]CC4C=CC=CC=4)=[CH:38][CH:37]=3)=[CH:14][CH:13]=2)[CH2:11][CH2:10][CH2:9]1)([CH3:4])([CH3:3])[CH3:2]>C1COCC1.CO.C(Cl)Cl.CO>[OH:42][C:39]1[CH:38]=[CH:37][C:36]([C:19]2[N:20]=[C:21]3[C:27]4[CH:28]=[CH:29][CH:30]=[CH:31][C:26]=4[NH:25][C:24]4[N:32]=[CH:33][CH:34]=[CH:35][C:23]=4[N:22]3[C:18]=2[C:15]2[CH:16]=[CH:17][C:12]([C:8]3([NH:7][C:6](=[O:50])[O:5][C:1]([CH3:3])([CH3:2])[CH3:4])[CH2:9][CH2:10][CH2:11]3)=[CH:13][CH:14]=2)=[CH:41][CH:40]=1 |f:3.4|. Reported procedure: Atmosphere of tert-butyl[1-(4-{2-[4-(benzyloxy)phenyl]-9H-imidazo[1,2-d]pyrido[2,3-b][1,4]benzodiazepin-3-yl}phenyl)cyclobutyl]carbamate (430 mg, 0.650 mmol) and 10% Pd—C(dry) (43 mg) in THF (7 mL) and MeOH (7 mL) was exchanged to H2 and stirred at 50° C. for 24 hours. The mixture was diluted with CH2Cl2+MeOH and filtrated through Celite pad. The filtrate was concentrated and the reaction was repeated again. Atmosphere of the residue and 10% Pd—C(dry) (43 mg) in THF (21 mL) and MeOH (21 mL) was ... Starting materials: Cn1c(CO)cc(=O)c2ccccc21, ClCCl, CN(C)C=O, BrP(Br)Br. Product: Cn1c(CBr)cc(=O)c2ccccc21. As a reaction SMILES: [CH3:1][n:2]1[c:3]([CH2:13][OH:14])[cH:4][c:5](=[O:12])[c:6]2[cH:7][cH:8][cH:9][cH:10][c:11]12.[Cl:19][CH2:20][Cl:21].[O:22]=[CH:23][N:24]([CH3:25])[CH3:26].[P:15]([Br:16])([Br:17])[Br:18]>>[CH3:1][n:2]1[c:3]([CH2:13][Br:16])[cH:4][c:5](=[O:12])[c:6]2[cH:7][cH:8][cH:9][cH:10][c:11]12. Reactants: COCOc1nn(-c2ccccc2)cc1C=Cc1coc(C(C)(C)C)n1, CO, Cl. Product: CC(C)(C)c1nc(C=Cc2cn(-c3ccccc3)nc2O)co1, Cl. RXN SMILES: [C:1]([CH3:2])([CH3:3])([CH3:4])[c:5]1[o:6][cH:7][c:8]([CH:10]=[CH:11][c:12]2[c:13]([O:23][CH2:24][O:25][CH3:26])[n:14][n:15](-[c:17]3[cH:18][cH:19][cH:20][cH:21][cH:22]3)[cH:16]2)[n:9]1.[CH3:28][OH:29].[ClH:27]>>[C:1]([CH3:2])([CH3:3])([CH3:4])[c:5]1[o:6][cH:7][c:8]([CH:10]=[CH:11][c:12]2[c:13]([OH:23])[n:14][n:15](-[c:17]3[cH:18][cH:19][cH:20][cH:21][cH:22]3)[cH:16]2)[n:9]1.[ClH:27].